From a dataset of the Open Reaction Database (ORD), a public repository of structured organic reaction records. describe an organic reaction: reactants, conditions, products, and yield The reactants are CC(=O)c1nccs1, CCOC(=O)C(=O)OCC, CC[O-], [Na+]. Yields the product CCOC(=O)C(=O)CC(=O)c1nccs1. RXN SMILES: [C:11]([CH3:12])(=[O:13])[c:14]1[s:15][cH:16][cH:17][n:18]1.[C:1]([C:2]([O:4][CH2:3][CH3:5])=[O:6])(=[O:7])[O:8][CH2:9][CH3:10].[CH3:20][CH2:21][O-:22].[Na+:19]>>[C:1]([C:2](=[O:4])[CH2:12][C:11](=[O:13])[c:14]1[s:15][cH:16][cH:17][n:18]1)(=[O:7])[O:8][CH2:9][CH3:10]. As a reaction SMILES: Br.[NH:2]1[CH2:7][CH2:6][CH2:5][CH:4]([S:8][C:9]2[CH:14]=[CH:13][C:12]([OH:15])=[CH:11][CH:10]=2)[CH2:3]1.[C:16]1([CH2:22][CH2:23][CH2:24][CH:25]=O)[CH:21]=[CH:20][CH:19]=[CH:18][CH:17]=1>>[C:16]1([CH2:22][CH2:23][CH2:24][CH2:25][N:2]2[CH2:7][CH2:6][CH2:5][CH:4]([S:8][C:9]3[CH:14]=[CH:13][C:12]([OH:15])=[CH:11][CH:10]=3)[CH2:3]2)[CH:21]=[CH:20][CH:19]=[CH:18][CH:17]=1 |f:0.1|. Product: C1(=CC=CC=C1)CCCCN1CC(CCC1)SC1=CC=C(C=C1)O ((RS)-4-[1-(4-Phenyl-butyl)-piperidin-3-yl-sulfanyl]-phenol). Reactants: Br.N1CC(CCC1)SC1=CC=C(C=C1)O ((RS)-4-(piperidin-3-yl-sulfanyl)-phenol hydrobromide), C1(=CC=CC=C1)CCCC=O (4-phenyl-butyraldehyde). Reported procedure: The title compound, MS: m/e=342.3 (M+H+) was prepared from (RS)-4-(piperidin-3-yl-sulfanyl)-phenol hydrobromide and 4-phenyl-butyraldehyde. Starting materials: [OH-].[Li+] (lithium hydroxide), O (water), C(C)OP(=O)(C1CC=CCC1)C[C@H](CN)O (3-amino-2(S)-hydroxy-propyl-(cyclohex-3-enyl)-phosphinic acid ethyl ester). Run in C(C)O (ethanol). Conditions: time 20 hour. The product is NC[C@@H](CP(O)(=O)C1CC=CCC1)O (3-amino-2(S)-hydroxy-propyl-(cyclohex-3-enyl)-phosphinic acid). Reaction SMILES: [OH-].[Li+].O.C([O:6][P:7]([CH2:15][C@@H:16]([OH:19])[CH2:17][NH2:18])([CH:9]1[CH2:14][CH2:13][CH:12]=[CH:11][CH2:10]1)=[O:8])C>C(O)C>[NH2:18][CH2:17][C@H:16]([OH:19])[CH2:15][P:7]([CH:9]1[CH2:14][CH2:13][CH:12]=[CH:11][CH2:10]1)(=[O:6])[OH:8] |f:0.1|. Procedure: 0.2 g of lithium hydroxide and 4 ml of water are added to a solution of 1.1 g of 3-amino-2(S)-hydroxy-propyl-(cyclohex-3-enyl)-phosphinic acid ethyl ester in 4 ml of ethanol. The mixture is heated to 60° and stirred for 20 hours. The mixture is then allowed to cool to room temperature, adjusted to pH 7 with aqueous phsophoric acid, concentrated to dryness by evaporation, taken up with methanol/water and filtered. After removal of the solvent there remains behind a foam which, after crystallisati... Reactants: II (Iodine), CN(CCCS)C (3-dimethylaminopropylmercaptan), 2-N, [OH-].[Na+] (sodium hydroxide), II (iodine). Run in CCOCC (ether). Conditions: time 1 hour. The product is CN(CCCSSCCCN(C)C)C (3-dimethylaminopropyl disulphide). Yield: 68.1%. Reaction SMILES: II.[CH3:3][N:4]([CH3:9])[CH2:5][CH2:6][CH2:7][SH:8].[OH-].[Na+]>CCOCC>[CH3:3][N:4]([CH3:9])[CH2:5][CH2:6][CH2:7][S:8][S:8][CH2:7][CH2:6][CH2:5][N:4]([CH3:9])[CH3:3] |f:2.3|. Procedure: Iodine is added portionwise to a mixture of 4 g of 3-dimethylaminopropylmercaptan in 60 ml of ether and 30 ml of 2-N sodium hydroxide solution until the solution is no longer decolorised each time (ca 4.2 g of iodine). After stirring for 1 hour, the ether phase is dried over magnesium sulphate, concentrated and fractionally distilled at 95°-100° C./0.025 mmHg. 2.7 g (68%) of 3-dimethylaminopropyl disulphide are obtained in the form of a clear colourless liquid. The reactants are COCCOC, O=C(c1ccc(Cl)cc1)c1ccc(CBr)cc1, [H-], [Na+], O, CCOC(=O)c1cc[nH]c1C(=O)OCC. Yields the product CCOC(=O)c1ccn(Cc2ccc(C(=O)c3ccc(Cl)cc3)cc2)c1C(=O)OCC. As a reaction SMILES: [CH3:35][O:36][CH2:37][CH2:38][O:39][CH3:40].[Cl:18][c:19]1[cH:20][cH:21][c:22]([C:23](=[O:24])[c:25]2[cH:26][cH:27][c:28]([CH2:29][Br:30])[cH:31][cH:32]2)[cH:33][cH:34]1.[H-:16].[Na+:17].[OH2:41].[nH:1]1[c:2]([C:11](=[O:12])[O:13][CH2:14][CH3:15])[c:3]([C:6](=[O:7])[O:8][CH2:9][CH3:10])[cH:4][cH:5]1>>[n:1]1([CH2:29][c:28]2[cH:27][cH:26][c:25]([C:23]([c:22]3[cH:21][cH:20][c:19]([Cl:18])[cH:34][cH:33]3)=[O:24])[cH:32][cH:31]2)[c:2]([C:11](=[O:12])[O:13][CH2:14][CH3:15])[c:3]([C:6](=[O:7])[O:8][CH2:9][CH3:10])[cH:4][cH:5]1. Starting materials: C(C)(C)(C)OC(C1=CC=C(C=C1)CN1C(C2=CC(=NC=C2C=C1)C#CCN1N=NC=C1)=O)=O (4-[1-Oxo-7-(3-[1,2,3]triazol-1-ylprop-1-ynyl)-1H-6-azaisoquinolin-2-ylmethyl]benzoic acid tert-butyl ester). Run in FC(C(=O)O)(F)F (trifluoroacetic acid). Reaction conditions: time 40 minute. The product is O=C1N(C=CC2=CN=C(C=C12)C#CCN1N=NC=C1)CC1=CC=C(C(=O)O)C=C1 (4-[1-Oxo-7-(3-[1,2,3]triazol-1-ylprop-1-ynyl)-1H-6-azaisoquinolin-2-ylmethyl]benzoic acid). RXN SMILES: C([O:5][C:6](=[O:33])[C:7]1[CH:12]=[CH:11][C:10]([CH2:13][N:14]2[CH:23]=[CH:22][C:21]3[C:16](=[CH:17][C:18]([C:24]#[C:25][CH2:26][N:27]4[CH:31]=[CH:30][N:29]=[N:28]4)=[N:19][CH:20]=3)[C:15]2=[O:32])=[CH:9][CH:8]=1)(C)(C)C>FC(F)(F)C(O)=O>[O:32]=[C:15]1[C:16]2[C:21](=[CH:20][N:19]=[C:18]([C:24]#[C:25][CH2:26][N:27]3[CH:31]=[CH:30][N:29]=[N:28]3)[CH:17]=2)[CH:22]=[CH:23][N:14]1[CH2:13][C:10]1[CH:9]=[CH:8][C:7]([C:6]([OH:33])=[O:5])=[CH:12][CH:11]=1. Procedure: A solution of 4-[1-oxo-7-(3-[1,2,3]triazol-1-ylprop-1-ynyl)-1H-6-azaisoquinolin-2-ylmethyl]benzoic acid tert-butyl ester (0.29 g, 0.66 mmol, Example 14A) is treated with trifluoroacetic acid (10 mL) and stirred at room temperature for 40 minutes. The reaction mixture is evaporated to dryness, triturated with ethyl acetate, the solid collect by filtration, washed with water, washed with ethyl acetate, and dried under house vacuum. This will afford the desired product. Starting materials: C(=O)O.NC1=C2C(=NC=N1)N(N=C2C2=CC(=CC(=C2)O)F)C(C)C=2OC(C1=CC=CC=C1C2C2=CC=C(C=C2)CCCN(C)C)=O (3-(1-(4-amino-3-(3-fluoro-5-hydroxyphenyl)-1H-pyrazolo[3,4-d]pyrimidin-1-yl)ethyl)-4-(4-(3-(dimethylamino)propyl)phenyl)-1H-isochromen-1-one formate). The solvent is C(C)O.CO (Ethanol Methanol), C(C)O.CO (Ethanol Methanol). Yields the product NC1=C2C(=NC=N1)N(N=C2C2=CC(=CC(=C2)O)F)C(C)C=2OC(C1=CC=CC=C1C2C2=CC=C(C=C2)CCCN(C)C)=O (3-(1-(4-amino-3-(3-fluoro-5-hydroxyphenyl)-1H-pyrazolo[3,4-d]pyrimidin-1-yl)ethyl)-4-(4-(3-(dimethylamino)propyl)phenyl)-1H-isochromen-1-one). Reaction SMILES: C(O)=O.[NH2:4][C:5]1[N:10]=[CH:9][N:8]=[C:7]2[N:11]([CH:22]([C:24]3[O:25][C:26](=[O:46])[C:27]4[C:32]([C:33]=3[C:34]3[CH:39]=[CH:38][C:37]([CH2:40][CH2:41][CH2:42][N:43]([CH3:45])[CH3:44])=[CH:36][CH:35]=3)=[CH:31][CH:30]=[CH:29][CH:28]=4)[CH3:23])[N:12]=[C:13]([C:14]3[CH:19]=[C:18]([OH:20])[CH:17]=[C:16]([F:21])[CH:15]=3)[C:6]=12>C(O)C.CO>[NH2:4][C:5]1[N:10]=[CH:9][N:8]=[C:7]2[N:11]([CH:22]([C:24]3[O:25][C:26](=[O:46])[C:27]4[C:32]([C:33]=3[C:34]3[CH:35]=[CH:36][C:37]([CH2:40][CH2:41][CH2:42][N:43]([CH3:44])[CH3:45])=[CH:38][CH:39]=3)=[CH:31][CH:30]=[CH:29][CH:28]=4)[CH3:23])[N:12]=[C:13]([C:14]3[CH:19]=[C:18]([OH:20])[CH:17]=[C:16]([F:21])[CH:15]=3)[C:6]=12 |f:0.1,2.3|. Reported procedure: Racemate 3-(1-(4-amino-3-(3-fluoro-5-hydroxyphenyl)-1H-pyrazolo[3,4-d]pyrimidin-1-yl)ethyl)-4-(4-(3-(dimethylamino)propyl)phenyl)-1H-isochromen-1-one formate (example 138, 0.010 g, 0.016 mmol) was dissolved in Ethanol/Methanol 1/1 (3 ml) and submitted to chiral resolution by Chiral preparative chromatography. Conditions: Column: Chiralpak IC (25×2.0 cm), 5μ; Mobile phase: n-Hexane/(2-Propanol/Methanol 1/1+0.1% isopropylamine) 60/40% v/v; Flow rate: 16 ml/min; DAD detection: 220 nm; Loop: 1000 μl...